This data is from the Open Reaction Database (ORD), a public repository of structured organic reaction records. The task is: describe an organic reaction: reactants, conditions, products, and yield The reactants are N(=O)[O-].[Na+] (Sodium nitrite), CC1=C(N)C=C(C=C1)Br (2-methyl-5-bromoaniline), F[B-](F)(F)F.[H+] (tetrafluoroboric acid). Solvent: O (water), O (water). Conditions: time 30 minute. The product is F[B-](F)(F)F.BrC=1C=CC(=C(C1)[N+]#N)C (5-bromo-2-methylphenyldiazonium tetrafluroborate). RXN SMILES: [N:1]([O-])=O.[Na+].[CH3:5][C:6]1[CH:12]=[CH:11][C:10]([Br:13])=[CH:9][C:7]=1[NH2:8].[F:14][B-:15]([F:18])([F:17])[F:16].[H+]>O>[F:14][B-:15]([F:18])([F:17])[F:16].[Br:13][C:10]1[CH:11]=[CH:12][C:6]([CH3:5])=[C:7]([N+:8]#[N:1])[CH:9]=1 |f:0.1,3.4,6.7|. Procedure: Sodium nitrite (0.56 g) in water(2.0 mL) was slowly added to a mixture of 2-methyl-5-bromoaniline (1.50 g) in tetrafluoroboric acid (6.0 mL) and water (4.0 mL) at 0-5° C. After addition, the reaction was stirred at room temperature for 30 min. The mixture was cooled to 0° C., filtered, washed with cold water, cold methanol and ether. The mixture was then dried to provide the product 5-bromo-2-methylphenyldiazonium tetrafluroborate (1.90 g). The reactants are C1COCCO1, ClCCl, CS(=O)(=O)N1CCN(Cc2cc3nc(Cl)nc(N4CCOCC4)c3s2)CC1, [Na+], [Na+], O=C([O-])[O-], CC1(C)OB(c2cccc3nn(C4CCCCO4)cc23)OC1(C)C, O. The product is CS(=O)(=O)N1CCN(Cc2cc3nc(-c4cccc5nn(C6CCCCO6)cc45)nc(N4CCOCC4)c3s2)CC1. As a reaction SMILES: [CH2:59]1[O:60][CH2:61][CH2:62][O:63][CH2:64]1.[CH2:65]([Cl:66])[Cl:67].[Cl:1][c:2]1[n:3][c:4]([N:22]2[CH2:23][CH2:24][O:25][CH2:26][CH2:27]2)[c:5]2[c:6]([n:7]1)[cH:8][c:9]([CH2:11][N:12]1[CH2:13][CH2:14][N:15]([S:18](=[O:19])(=[O:20])[CH3:21])[CH2:16][CH2:17]1)[s:10]2.[Na+:29].[Na+:30].[O-:31][C:32](=[O:33])[O-:34].[O:35]1[CH:36]([n:41]2[n:42][c:43]3[cH:44][cH:45][cH:46][c:47]([B:50]4[O:51][C:52]([CH3:53])([CH3:54])[C:55]([CH3:56])([CH3:57])[O:58]4)[c:48]3[cH:49]2)[CH2:37][CH2:38][CH2:39][CH2:40]1.[OH2:28]>>[c:2]1(-[c:47]2[cH:46][cH:45][cH:44][c:43]3[n:42][n:41]([CH:36]4[O:35][CH2:40][CH2:39][CH2:38][CH2:37]4)[cH:49][c:48]32)[n:3][c:4]([N:22]2[CH2:23][CH2:24][O:25][CH2:26][CH2:27]2)[c:5]2[c:6]([n:7]1)[cH:8][c:9]([CH2:11][N:12]1[CH2:13][CH2:14][N:15]([S:18](=[O:19])(=[O:20])[CH3:21])[CH2:16][CH2:17]1)[s:10]2. Reactants: C(CCC)[Li] (n-Butyl lithium), BrC1=CC=C(C=C1)C=1OCC(N1)(C)C (2-(4-bromophenyl)-4,5-dihydro-4,4-dimethyl-oxazole), CN(C=O)C (dimethylformamide). Run in O1CCCC1 (tetrahydrofuran). Product: CC1(N=C(OC1)C1=CC=C(C=O)C=C1)C (4-(4,5-Dihydro-4,4-dimethyl-2-oxazolyl)-benzaldehyde). Reaction SMILES: C([Li])CCC.Br[C:7]1[CH:12]=[CH:11][C:10]([C:13]2[O:14][CH2:15][C:16]([CH3:19])([CH3:18])[N:17]=2)=[CH:9][CH:8]=1.CN(C)[CH:22]=[O:23]>O1CCCC1>[CH3:18][C:16]1([CH3:19])[CH2:15][O:14][C:13]([C:10]2[CH:11]=[CH:12][C:7]([CH:22]=[O:23])=[CH:8][CH:9]=2)=[N:17]1. Procedure details: n-Butyl lithium (9.44 ml, 2.5N solution in hexanes) was added to a solution of 2-(4-bromophenyl)-4,5-dihydro-4,4-dimethyl-oxazole [A. I. Meyers et al., J.O.C., 1974, 39, 2787] (5 g) in tetrahydrofuran (80 ml) at −78° C. The reddish solution was stirred at −78° C. for 15 minutes before dimethylformamide (2.3 g) was added dropwise. The resulting deep red solution was allowed to warm to room temperature, quenched with ammonium chloride solution and extracted into ether. The combined extracts were w... The reactants are COC(NC1=CC(=C(C=C1)C=1OC(=NN1)[C@H](CC=C)NC(=O)OC(C)(C)C)[N+](=O)[O-])=O ({4-[5-((S)-1-tert-Butoxycarbonylamino-but-3-enyl)-1,3,4-oxadiazol-2-yl]-3-nitro-phenyl}-carbamic acid methyl ester), 168B, C(C)(C)(C)OC(=O)N[C@H](C(=O)O)CC=C ((S)-2-(tert-butoxycarbonylamino)pent-4-enoic acid), TEA, propane phosphonic acid anhydride, CCOC(=O)C (EtOAc), ice water. The solvent is CN(C)C=O (DMF). Reaction conditions: temperature 80 celsius, time 5 hour. The product is COC(NC1=CC(=C(C=C1)C(=O)NNC([C@H](CC=C)NC(=O)OC(C)(C)C)=O)[N+](=O)[O-])=O ({4-[N′-((S)-2-tert-butoxycarbonylamino-pent-4-enoyl)-hydrazinocarbonyl]-3-nitro-phenyl}-carbamic acid methyl ester). Yield: 86.0%. Reaction SMILES: [CH3:1][O:2][C:3](=[O:31])[NH:4][C:5]1[CH:10]=[CH:9][C:8]([C:11]2[O:12][C:13]([C@@H:16]([NH:20][C:21]([O:23][C:24]([CH3:27])([CH3:26])[CH3:25])=[O:22])[CH2:17][CH:18]=[CH2:19])=[N:14][N:15]=2)=[C:7]([N+:28]([O-:30])=[O:29])[CH:6]=1.C([O:36]C(N[C@@H](CC=C)C(O)=O)=O)(C)(C)C.CCOC(C)=O>CN(C=O)C>[CH3:1][O:2][C:3](=[O:31])[NH:4][C:5]1[CH:10]=[CH:9][C:8]([C:11]([NH:15][NH:14][C:13](=[O:12])[C@@H:16]([NH:20][C:21]([O:23][C:24]([CH3:26])([CH3:25])[CH3:27])=[O:22])[CH2:17][CH:18]=[CH2:19])=[O:36])=[C:7]([N+:28]([O-:30])=[O:29])[CH:6]=1. Procedure details: {4-[5-((S)-1-tert-Butoxycarbonylamino-but-3-enyl)-1,3,4-oxadiazol-2-yl]-3-nitro-phenyl}-carbamic acid methyl ester: 168B (0.3 g, 0.393 mmol) and (S)-2-(tert-butoxycarbonylamino)pent-4-enoic acid (0.085 g, 0.393 mmol) were dissolved in DMF (2 mL) in a 15 mL rbf and TEA (0.274 mL, 1.967 mmol) was added. Mixture was stirred under nitrogen at room temperature while propane phosphonic acid anhydride (T3P), 50% in EtOAc (0.293 mL, 0.983 mmol) was added dropwise. The flask was fitted with a reflux cond... Reactants: CC=1C=CC(=CC1)S(=O)(=O)O (TsOH), OCC(O)CO (glycerol), Ag2CO3, C (charcoal), PbCO3, CaCI2. The solvent is CC(=O)C (acetone). Run at time 24 hour. Yields the product C(C)(C)=C(O)C(O)CO (Isopropylidene Glycerol). As a reaction SMILES: [OH:1][CH2:2][CH:3]([CH2:5][OH:6])[OH:4].[CH3:7][C:8]1C=CC(S(O)(=O)=O)=C[CH:13]=1.C>CC(C)=O>[C:8](=[C:2]([CH:3]([CH2:5][OH:6])[OH:4])[OH:1])([CH3:13])[CH3:7]. Reported procedure: Freshly distilled glycerol (10 g, 0. 11 mole) was shaken until dissolved with 65 mL of dry acetone containing 1 g of TsOH. After 24 hr. the solution was neutralized first with PbCO3 and afterwards with Ag2CO3, warmed with charcoal, and shaken with a large excess of CaCI2 overnight. The supernatant liquid was then filtered. The solvent was removed by rotary evaporation, and the product fractionated under diminished pressure, giving 9.5 g of the main fraction (b.p. 105-106° C./25 mm) Y=65.4%. NMR:... The reactants are O=C1CCCN1c1ccc(F)c(Br)c1F, CCN(C(C)C)C(C)C, C1COCCO1, O=C(C=Cc1ccccc1)C=Cc1ccccc1, O=C(C=Cc1ccccc1)C=Cc1ccccc1, O=C(C=Cc1ccccc1)C=Cc1ccccc1, [Pd], [Pd], SCc1ccccc1. Product: O=C1CCCN1c1ccc(F)c(SCc2ccccc2)c1F. RXN SMILES: [Br:1][c:2]1[c:3]([F:15])[c:4]([N:9]2[C:10](=[O:14])[CH2:11][CH2:12][CH2:13]2)[cH:5][cH:6][c:7]1[F:8].[CH:16]([N:17]([CH2:18][CH3:19])[CH:20]([CH3:21])[CH3:22])([CH3:23])[CH3:24].[O:33]1[CH2:34][CH2:35][O:36][CH2:37][CH2:38]1.[O:41]=[C:42]([CH:43]=[CH:44][c:45]1[cH:46][cH:47][cH:48][cH:49][cH:50]1)[CH:51]=[CH:52][c:53]1[cH:54][cH:55][cH:56][cH:57][cH:58]1.[O:59]=[C:60]([CH:61]=[CH:62][c:63]1[cH:64][cH:65][cH:66][cH:67][cH:68]1)[CH:69]=[CH:70][c:71]1[cH:72][cH:73][cH:74][cH:75][cH:76]1.[O:77]=[C:78]([CH:79]=[CH:80][c:81]1[cH:82][cH:83][cH:84][cH:85][cH:86]1)[CH:87]=[CH:88][c:89]1[cH:90][cH:91][cH:92][cH:93][cH:94]1.[Pd:39].[Pd:40].[c:25]1([CH2:31][SH:32])[cH:26][cH:27][cH:28][cH:29][cH:30]1>>[c:2]1([S:32][CH2:31][c:25]2[cH:26][cH:27][cH:28][cH:29][cH:30]2)[c:3]([F:15])[c:4]([N:9]2[C:10](=[O:14])[CH2:11][CH2:12][CH2:13]2)[cH:5][cH:6][c:7]1[F:8]. The reactants are CCO, Nc1ccc(OCCN2CCCCC2Cc2ccccc2)cc1[N+](=O)[O-]. The product is Nc1ccc(OCCN2CCCCC2Cc2ccccc2)cc1N. Reaction SMILES: [CH3:27][CH2:28][OH:29].[NH2:1][c:2]1[c:3]([N+:24]([O-:25])=[O:26])[cH:4][c:5]([O:6][CH2:7][CH2:8][N:9]2[CH:10]([CH2:15][c:16]3[cH:17][cH:18][cH:19][cH:20][cH:21]3)[CH2:11][CH2:12][CH2:13][CH2:14]2)[cH:22][cH:23]1>>[NH2:1][c:2]1[c:3]([NH2:24])[cH:4][c:5]([O:6][CH2:7][CH2:8][N:9]2[CH:10]([CH2:15][c:16]3[cH:17][cH:18][cH:19][cH:20][cH:21]3)[CH2:11][CH2:12][CH2:13][CH2:14]2)[cH:22][cH:23]1. Starting materials: CCN(CC)c1ccccc1, Cl, [F-], C#CC(Oc1cc2c(c(F)c1F)OC(CCCCC)CC2)C1CCC(CCC)CC1, [K+], O. The product is CCCCCC1CCc2c3c(c(F)c(F)c2O1)OC(C1CCC(CCC)CC1)C=C3. Reaction SMILES: [CH2:35]([N:36]([CH2:37][CH3:38])[c:39]1[cH:40][cH:41][cH:42][cH:43][cH:44]1)[CH3:45].[ClH:34].[F-:31].[F:1][c:2]1[c:3]([O:18][CH:19]([C:20]#[CH:21])[CH:22]2[CH2:23][CH2:24][CH:25]([CH2:28][CH2:29][CH3:30])[CH2:26][CH2:27]2)[cH:4][c:5]2[c:10]([c:11]1[F:12])[O:9][CH:8]([CH2:13][CH2:14][CH2:15][CH2:16][CH3:17])[CH2:7][CH2:6]2.[K+:32].[OH2:33]>>[F:1][c:2]1[c:3]2[c:4]([c:5]3[c:10]([c:11]1[F:12])[O:9][CH:8]([CH2:13][CH2:14][CH2:15][CH2:16][CH3:17])[CH2:7][CH2:6]3)[CH:21]=[CH:20][CH:19]([CH:22]1[CH2:23][CH2:24][CH:25]([CH2:28][CH2:29][CH3:30])[CH2:26][CH2:27]1)[O:18]2. Reactants: O (water), C(=O)[O-].[NH4+] (ammonium formate), C(C1=CC=CC=C1)N1C=NC=C1C(CCC(C1=CC=CC=C1)C1=CC=CC=C1)O (1-benzyl-5-(1-hydroxy-4,4-diphenylbutyl)-1H-imidazole). Reagents/catalysts: [Pd] (Pd/C). Solvent: C(C)O (ethanol). Product: OC(CCC(C1=CC=CC=C1)C1=CC=CC=C1)C=1N=CNC1 (4-(1-hydroxy-4,4-diphenylbutyl)-1H-imidazole). RXN SMILES: O.C([O-])=O.[NH4+].C([N:13]1[C:17]([CH:18]([OH:34])[CH2:19][CH2:20][CH:21]([C:28]2[CH:33]=[CH:32][CH:31]=[CH:30][CH:29]=2)[C:22]2[CH:27]=[CH:26][CH:25]=[CH:24][CH:23]=2)=[CH:16][N:15]=[CH:14]1)C1C=CC=CC=1>C(O)C.[Pd]>[OH:34][CH:18]([C:17]1[N:13]=[CH:14][NH:15][CH:16]=1)[CH2:19][CH2:20][CH:21]([C:28]1[CH:29]=[CH:30][CH:31]=[CH:32][CH:33]=1)[C:22]1[CH:27]=[CH:26][CH:25]=[CH:24][CH:23]=1 |f:1.2|. Reported procedure: A concentrated water solution of ammonium formate (4,0 g) is added dropwise to the boiling mixture of 1-benzyl-5-(1-hydroxy-4,4-diphenylbutyl)-1H-imidazole (4,5 g) and 10% Pd/C (0,5 g) in 50 ml of 50% ethanol. The mixture is refluxed for 2 hours. The catalyst is filtrated and the solvent is evaporated. 2M NaOH is added and the product is extracted into ethyl acetate. The ethyl acetate phase is dried and evaporated to dryness to give the product which is used in the following step b).